This data is from the Open Reaction Database (ORD), a public repository of structured organic reaction records. The task is: describe an organic reaction: reactants, conditions, products, and yield The reactants are C1(=CC=CC2=CC=CC=C12)S(=O)(=O)N1C=CC2=C(C=CC=C12)[N+](=O)[O-] (1-(naphthalene-1-sulfonyl)-4-nitro-1H-indole), [H][H] (hydrogen). The reagents and catalysts are [Pd] (palladium on carbon). The solvent is C(C)O (ethanol), CO (methanol). Product: C1(=CC=CC2=CC=CC=C12)S(=O)(=O)N1C=CC2=C(C=CC=C12)N (1-(naphthalene-1-sulfonyl) -1H-indol-4-ylamine). As a reaction SMILES: [C:1]1([S:11]([N:14]2[C:22]3[C:17](=[C:18]([N+:23]([O-])=O)[CH:19]=[CH:20][CH:21]=3)[CH:16]=[CH:15]2)(=[O:13])=[O:12])[C:10]2[C:5](=[CH:6][CH:7]=[CH:8][CH:9]=2)[CH:4]=[CH:3][CH:2]=1.[H][H]>[Pd].C(O)C.CO>[C:1]1([S:11]([N:14]2[C:22]3[C:17](=[C:18]([NH2:23])[CH:19]=[CH:20][CH:21]=3)[CH:16]=[CH:15]2)(=[O:12])=[O:13])[C:10]2[C:5](=[CH:6][CH:7]=[CH:8][CH:9]=2)[CH:4]=[CH:3][CH:2]=1. Procedure: A mixture of 722 mg (1.97 mmole) 1-(naphthalene-1-sulfonyl)-4-nitro-1H-indole and 100 mg 10% palladium on carbon in 15 mL ethanol and 5 mL methanol was shaken under 40 psi hydrogen at room temperature for 4 hrs. The catalyst was removed by filtration and the filtrate was concentrated under reduced pressure. The residue was recrystallized from ether/hexane to provide 1-(naphthalene-1-sulfonyl) -1H-indol-4-ylamine as light yellow-green crystals, 480 mg, m.p. 133-134° C. Starting materials: CS(=O)(=O)c1ccc(C=O)cc1, CO, Cl, C[N+](=O)[O-], [Na+], [OH-]. The product is CS(=O)(=O)c1ccc(C=C[N+](=O)[O-])cc1. As a reaction SMILES: [CH3:1][S:2](=[O:3])(=[O:4])[c:5]1[cH:6][cH:7][c:8]([CH:9]=[O:10])[cH:11][cH:12]1.[CH3:20][OH:21].[ClH:19].[N+:13](=[O:14])([O-:15])[CH3:16].[Na+:18].[OH-:17]>>[CH3:1][S:2](=[O:3])(=[O:4])[c:5]1[cH:6][cH:7][c:8]([CH:9]=[CH:16][N+:13](=[O:14])[O-:15])[cH:11][cH:12]1. Reactants: Cl (HCl), CC1=CC=C(C=C1)S(=O)(=O)CC1=CC(=CC=C1)C(F)(F)F (4-Methyl-1-[[[3-(trifluoromethyl)phenyl]methyl]sulfonyl]benzene), C(CCC)[Li] (n-butyllithium), ClC/C(=C/CCC1(OC2=C(CC1)C=C(C(=C2C)C)O[Si](C)(C)C(C)(C)C)C)/C ([2-(5-chloro-4-methyl-3(E)-pentenyl)]-3,4-dihydro-6-[(1,1- dimethylethyl)dimethyl silyloxy]-2,7,8-trimethyl-2H-1-benzopyran). Solvent: C1CCOC1 (THF), CN(C)P(=O)(N(C)C)N(C)C (HMPA). Reaction conditions: time 1 hour. Product: CC(C)(C)[Si](OC=1C(=C(C2=C(CCC(O2)(C)CCC=C(CC(C2=CC(=CC=C2)C(F)(F)F)S(=O)(=O)C2=CC=C(C=C2)C)C)C1)C)C)(C)C (3,4-Dihydro-6-[(1,1-Dimethylethyl)dimethylsilyloxy]-2-[4-Methyl-6-[(4-Methylphenyl)sulfonyl]-6-[3-(Trifluoromethyl) phenyl]-3-hexenyl]-2,7,8-Trimethyl-2H-1-Benzopyran). As a reaction SMILES: [CH3:1][C:2]1[CH:7]=[CH:6][C:5]([S:8]([CH2:11][C:12]2[CH:17]=[CH:16][CH:15]=[C:14]([C:18]([F:21])([F:20])[F:19])[CH:13]=2)(=[O:10])=[O:9])=[CH:4][CH:3]=1.C([Li])CCC.Cl[CH2:28]/[C:29](/[CH3:54])=[CH:30]/[CH2:31][CH2:32][C:33]1([CH3:53])[CH2:38][CH2:37][C:36]2[CH:39]=[C:40]([O:45][Si:46]([C:49]([CH3:52])([CH3:51])[CH3:50])([CH3:48])[CH3:47])[C:41]([CH3:44])=[C:42]([CH3:43])[C:35]=2[O:34]1.Cl>C1COCC1.CN(P(N(C)C)(N(C)C)=O)C>[CH3:52][C:49]([Si:46]([CH3:47])([CH3:48])[O:45][C:40]1[C:41]([CH3:44])=[C:42]([CH3:43])[C:35]2[O:34][C:33]([CH2:32][CH2:31][CH:30]=[C:29]([CH3:28])[CH2:54][CH:11]([S:8]([C:5]3[CH:4]=[CH:3][C:2]([CH3:1])=[CH:7][CH:6]=3)(=[O:9])=[O:10])[C:12]3[CH:17]=[CH:16][CH:15]=[C:14]([C:18]([F:21])([F:19])[F:20])[CH:13]=3)([CH3:53])[CH2:38][CH2:37][C:36]=2[CH:39]=1)([CH3:50])[CH3:51]. Procedure details: 4-Methyl-1-[[[3-(trifluoromethyl)phenyl]methyl]sulfonyl]benzene (30 mmole) was dissolved in 100 mL of dry THF. The mixture was cooled to about -78° under nitrogen, and n-butyllithium (30 mmole) was added dropwise giving rise to a colored anion [yellowish-orange]. The solution was stirred for about 1 hour at about -78° before the addition of HMPA (5 mL) and [2-(5-chloro-4-methyl-3(E)-pentenyl)]-3,4-dihydro-6-[(1,1- dimethylethyl)dimethyl silyloxy]-2,7,8-trimethyl-2H-1-benzopyran (25 mmole). The m...